From a dataset of the Open Reaction Database (ORD), a public repository of structured organic reaction records. describe an organic reaction: reactants, conditions, products, and yield Starting materials: BrC1=CC=C(C=C1)S(=O)(=O)O[C@@H]1CC[C@@H]2CN(C[C@@H]21)C2=NC(=CC=C2)C(F)(F)F ((3aR,4R,6aS)-2-[6-(trifluoromethyl)pyridin-2-yl]octahydrocyclopenta[c]pyrrol-4-yl 4-bromobenzenesulfonate), N1C=NC=C1 (1H-imidazole). The solvent is C1(=CC=CC=C1)C (toluene). Reaction conditions: temperature 90 celsius. The product is N1(C=NC=C1)[C@H]1CC[C@@H]2CN(C[C@@H]21)C2=NC(=CC=C2)C(F)(F)F ((3aR,4S,6aS)-4-(1H-imidazol-1-yl)-2-[6-(trifluoromethyl)pyridin-2-yl]octahydrocyclopenta[c]pyrrole). Reaction SMILES: BrC1C=CC(S(O[C@H:12]2[C@@H:19]3[C@@H:15]([CH2:16][N:17]([C:20]4[CH:25]=[CH:24][CH:23]=[C:22]([C:26]([F:29])([F:28])[F:27])[N:21]=4)[CH2:18]3)[CH2:14][CH2:13]2)(=O)=O)=CC=1.[NH:30]1[CH:34]=[CH:33][N:32]=[CH:31]1>C1(C)C=CC=CC=1>[N:30]1([C@@H:12]2[C@@H:19]3[C@@H:15]([CH2:16][N:17]([C:20]4[CH:25]=[CH:24][CH:23]=[C:22]([C:26]([F:29])([F:28])[F:27])[N:21]=4)[CH2:18]3)[CH2:14][CH2:13]2)[CH:34]=[CH:33][N:32]=[CH:31]1. Procedure: A 4 mL vial was charged with (3aR,4R,6aS)-2-[6-(trifluoromethyl)pyridin-2-yl]octahydrocyclopenta[c]pyrrol-4-yl 4-bromobenzenesulfonate (100 mg, 0.204 mmol) from Example 39 and 1H-imidazole (55.4 mg, 0.814 mmol) in toluene (0.5 mL). The reaction was heated at 90° C. for 24 hours, and then the reaction mixture was concentrated. The residue was purified by silica gel chromatography using 0-4% methanol (2 N ammonia)/dichloromethane as eluent to give the title compound: 1H NMR (400 MHz, pyridine-d5) ...